This data is from the Open Reaction Database (ORD), a public repository of structured organic reaction records. The task is: describe an organic reaction: reactants, conditions, products, and yield Product: CCOC(=O)Cc1csc2cc(OCC(C)c3nc(-c4ccc(C(F)(F)F)cc4)sc3C)ccc12. Starting materials: CCCCP(CCCC)CCCC, CCOC(=O)Cc1csc2cc(O)ccc12, Cc1sc(-c2ccc(C(F)(F)F)cc2)nc1C(C)CO, Cc1ccccc1, O=C(N=NC(=O)N1CCCCC1)N1CCCCC1. Reaction SMILES: [CH2:39]([P:40]([CH2:41][CH2:42][CH2:43][CH3:44])[CH2:45][CH2:46][CH2:47][CH3:48])[CH2:49][CH2:50][CH3:51].[CH2:52]([CH3:53])[O:54][C:55]([CH2:56][c:57]1[c:58]2[c:59]([s:60][cH:61]1)[cH:62][c:63]([OH:66])[cH:64][cH:65]2)=[O:67].[CH3:1][c:2]1[c:3]([CH:17]([CH2:18][OH:19])[CH3:20])[n:4][c:5](-[c:7]2[cH:8][cH:9][c:10]([C:13]([F:14])([F:15])[F:16])[cH:11][cH:12]2)[s:6]1.[CH3:68][c:69]1[cH:70][cH:71][cH:72][cH:73][cH:74]1.[N:21]([C:22]([N:23]1[CH2:24][CH2:25][CH2:26][CH2:27][CH2:28]1)=[O:29])=[N:30][C:31]([N:32]1[CH2:33][CH2:34][CH2:35][CH2:36][CH2:37]1)=[O:38]>>[CH3:1][c:2]1[c:3]([CH:17]([CH2:18][O:19][c:63]2[cH:62][c:59]3[c:58]([c:57]([CH2:56][C:55]([O:54][CH2:52][CH3:53])=[O:67])[cH:61][s:60]3)[cH:65][cH:64]2)[CH3:20])[n:4][c:5](-[c:7]2[cH:8][cH:9][c:10]([C:13]([F:14])([F:15])[F:16])[cH:11][cH:12]2)[s:6]1. As a reaction SMILES: [Zn:1].[CH:2]([OH:5])([CH3:4])[CH3:3]>>[CH3:3][CH:2]([CH3:4])[O-:5].[Zn+2:1].[CH3:3][CH:2]([CH3:4])[O-:5] |f:2.3.4|. The reactants are [Zn] (zinc), C(C)(C)O (Isopropanol). The product is CC([O-])C.[Zn+2].CC([O-])C (zinc isopropoxide). Procedure details: On Day 1, one kilogram of fine zinc chips with a catalyst is added to a magnetically stirred, 6.5-gallon flint glass carboy containing 15 liters of ultra-dry Isopropanol prepared in Example 2, and reacted at 110° F. to form zinc isopropoxide. Carbon dioxide is added as described in Example 4 to form isopropoxy zinc isopropyl carbonate (PZPC). On completion of the reactions, magnets are inserted to provide magnetic filtering, and the concentrates are maintained at 110° F. as described in Example ...